From a dataset of the Open Reaction Database (ORD), a public repository of structured organic reaction records. describe an organic reaction: reactants, conditions, products, and yield Starting materials: CC(C)CON=O, CCO, Nc1n[nH]c2ccc(Br)cc12, OP(O)P(O)O. The product is Brc1ccc2[nH]ncc2c1. As a reaction SMILES: [CH3:18][CH:19]([CH2:20][O:21][N:22]=[O:23])[CH3:24].[CH3:25][CH2:26][OH:27].[NH2:1][c:2]1[n:3][nH:4][c:5]2[cH:6][cH:7][c:8]([Br:11])[cH:9][c:10]12.[P:12]([P:13]([OH:14])[OH:15])([OH:16])[OH:17]>>[cH:2]1[n:3][nH:4][c:5]2[cH:6][cH:7][c:8]([Br:11])[cH:9][c:10]12. Reactants: N[C@H]1C2=C(C3=C(N(C1=O)C)C=CC=C3)C=CC=C2 ((S)-7-amino-5-methyl-5H,7H-dibenzo[b,d]azepin-6-one), FC(C(=O)O)(C(=O)NCCC(C(F)(F)F)(F)F)C ((2RS)-2-fluoro-2-methyl-N-(3,3,4,4,4-pentafluoro-butyl)-malonamic acid). Product: FC(C(=O)N[C@H]1C2=C(C3=C(N(C1=O)C)C=CC=C3)C=CC=C2)(C(=O)NCCC(C(F)(F)F)(F)F)C ((2RS)-2-Fluoro-2-methyl-N-[(S)-5-methyl-6-oxo-6,7-dihydro-5H-dibenzo[b,d]azepin-7-yl]-N′-(3,3,4,4,4-pentafluoro-butyl)-malonamide). As a reaction SMILES: [NH2:1][C@@H:2]1[C:8](=[O:9])[N:7]([CH3:10])[C:6]2[CH:11]=[CH:12][CH:13]=[CH:14][C:5]=2[C:4]2[CH:15]=[CH:16][CH:17]=[CH:18][C:3]1=2.[F:19][C:20]([CH3:36])([C:24]([NH:26][CH2:27][CH2:28][C:29]([F:35])([F:34])[C:30]([F:33])([F:32])[F:31])=[O:25])[C:21](O)=[O:22]>>[F:19][C:20]([CH3:36])([C:24]([NH:26][CH2:27][CH2:28][C:29]([F:34])([F:35])[C:30]([F:33])([F:32])[F:31])=[O:25])[C:21]([NH:1][C@@H:2]1[C:8](=[O:9])[N:7]([CH3:10])[C:6]2[CH:11]=[CH:12][CH:13]=[CH:14][C:5]=2[C:4]2[CH:15]=[CH:16][CH:17]=[CH:18][C:3]1=2)=[O:22]. Reported procedure: In an analogous manner to that described in Example 20 d), the condensation of (S)-7-amino-5-methyl-5H,7H-dibenzo[b,d]azepin-6-one and (2RS)-2-fluoro-2-methyl-N-(3,3,4,4,4-pentafluoro-butyl)-malonamic acid yielded the title compound as a white solid; Starting materials: CC1=CC=C(C=C1)C1(C(C1)C(=O)O)C(=O)O (1-(4-methylphenyl)-1,2-cyclopropanedicarboxylic acid), NC(=O)N (urea). Reported procedure: A mixture of purified 1-(4-methylphenyl)-1,2-cyclopropanedicarboxylic acid (58 kg), toluene (465 kg) and urea (23.8 kg) was heated to reflux and the mixture held at reflux until the reaction was complete. On completion of the reaction period, the solution was cooled to 80–90° C. and washed with water (69 L). The lower aqueous layer was discarded. In this way (±)-1-(4-methylphenyl)-3-azabicyclo[3.1.0]hexan-2,4-dione was obtained as a solution in toluene. As a reaction SMILES: [CH3:1][C:2]1[CH:7]=[CH:6][C:5]([C:8]2([C:14]([OH:16])=O)[CH2:10][CH:9]2[C:11](O)=[O:12])=[CH:4][CH:3]=1.[NH2:17]C(N)=O>C1(C)C=CC=CC=1>[CH3:1][C:2]1[CH:7]=[CH:6][C:5]([C:8]23[CH2:10][CH:9]2[C:11](=[O:12])[NH:17][C:14]3=[O:16])=[CH:4][CH:3]=1. Product: CC1=CC=C(C=C1)C12C(NC(C2C1)=O)=O ((±)-1-(4-methylphenyl)-3-azabicyclo[3.1.0]hexan-2,4-dione). Run in C1(=CC=CC=C1)C (toluene). Starting materials: COC(CC1=CC(=CC=C1)C1=NOC(=C1C(NCCOC1=C(C=C(C=C1)Cl)Cl)=O)C1=CC=CC=C1)=O ((3-{4-[2-(2,4-dichloro-phenoxy)-ethyl-carbamoyl]-5-phenyl-isoxazol-3-yl}-phenyl)-acetic acid methyl ester), [Li+].[OH-] (LiOH). Run in COCCOC (DME), O (H2O). Conditions: time 8 hour. The product is ClC1=C(OCCNC(=O)C=2C(=NOC2C2=CC=CC=C2)C=2C=CC=C(C2)CC(=O)O)C=CC(=C1)Cl ((5-{4-[2-(2,4-Dichloro-phenoxy)-ethyl-carbamoyl]-5-phenyl-isoxazol-3-yl}-phenyl)-acetic acid). RXN SMILES: C[O:2][C:3](=[O:36])[CH2:4][C:5]1[CH:10]=[CH:9][CH:8]=[C:7]([C:11]2[C:15]([C:16](=[O:29])[NH:17][CH2:18][CH2:19][O:20][C:21]3[CH:26]=[CH:25][C:24]([Cl:27])=[CH:23][C:22]=3[Cl:28])=[C:14]([C:30]3[CH:35]=[CH:34][CH:33]=[CH:32][CH:31]=3)[O:13][N:12]=2)[CH:6]=1.[Li+].[OH-]>COCCOC.O>[Cl:28][C:22]1[CH:23]=[C:24]([Cl:27])[CH:25]=[CH:26][C:21]=1[O:20][CH2:19][CH2:18][NH:17][C:16]([C:15]1[C:11]([C:7]2[CH:8]=[CH:9][CH:10]=[C:5]([CH2:4][C:3]([OH:36])=[O:2])[CH:6]=2)=[N:12][O:13][C:14]=1[C:30]1[CH:35]=[CH:34][CH:33]=[CH:32][CH:31]=1)=[O:29] |f:1.2|. Procedure: The crude (3-{4-[2-(2,4-dichloro-phenoxy)-ethyl-carbamoyl]-5-phenyl-isoxazol-3-yl}-phenyl)-acetic acid methyl ester 51 is dissolved in DME (2 mL). A solution of 1 M LiOH in H2O (0.2 mL) and is added and the mixture is stirred overnight at room temperature. The mixture is concentrated, then acidified with 1 M HCl, extracted with EtOAc (10 mL), dried over MgSO4, filtered, concentrated and purified on reverse phase HPLC (H2O/MeCN gradient) to afford the title compound I1 as an off-white solid: 1H-N... Product: COC(=O)c1cc(SCc2ccsc2)c(Oc2ccccc2)c(S(N)(=O)=O)c1. The reactants are CCCCSc1cc(C(=O)O)cc(S(N)(=O)=O)c1Oc1ccccc1, NS(=O)(=O)c1cc(C(=O)O)cc(SCc2ccsc2)c1Oc1ccccc1. As a reaction SMILES: [CH2:28]([S:29][c:30]1[cH:31][c:32]([C:47]([OH:48])=[O:49])[cH:33][c:34]([S:35](=[O:36])(=[O:37])[NH2:38])[c:39]1[O:40][c:41]1[cH:42][cH:43][cH:44][cH:45][cH:46]1)[CH2:50][CH2:51][CH3:52].[O:1]([c:2]1[cH:3][cH:4][cH:5][cH:6][cH:7]1)[c:8]1[c:9]([S:21][CH2:22][c:23]2[cH:24][s:25][cH:26][cH:27]2)[cH:10][c:11]([C:12](=[O:13])[OH:14])[cH:15][c:16]1[S:17]([NH2:18])(=[O:19])=[O:20]>>[O:1]([c:2]1[cH:3][cH:4][cH:5][cH:6][cH:7]1)[c:8]1[c:9]([S:21][CH2:22][c:23]2[cH:24][s:25][cH:26][cH:27]2)[cH:10][c:11]([C:12](=[O:13])[O:14][CH3:28])[cH:15][c:16]1[S:17]([NH2:18])(=[O:19])=[O:20]. The reactants are C([O-])([O-])=O.[Na+].[Na+] (sodium carbonate), BrC1=CC2=C(N(C=N2)C=2C=C(C=CC2)NC(=O)NCC(F)(F)F)C=C1 (N-[3-(5-bromo-1H-benzimidazol-1-yl)phenyl]-N′-(2,2,2-trifluoroethyl)urea), CC1(OB(OC1(C)C)C=1C=NN(C1)C1CCN(CC1)C(=O)OC(C)(C)C)C (tert-butyl 4-[4-(4,4,5,5-tetramethyl-1,3,2-dioxaborolan-2-yl)-1H-pyrazol-1-yl]piperidine-1-carboxylate), ClCCl (dichloromethane). Reagents/catalysts: O (water), Cl[Pd]Cl.C1(=CC=CC=C1)P([C-]1C=CC=C1)C1=CC=CC=C1.[C-]1(C=CC=C1)P(C1=CC=CC=C1)C1=CC=CC=C1.[Fe+2] ([1,1′-bis(diphenylphosphino)ferrocene]-dichloropalladium(II)). The solvent is O1CCOCC1 (1,4-dioxane). Yields the product FC(CNC(=O)NC=1C=C(C=CC1)N1C=NC2=C1C=CC(=C2)C=2C=NN(C2)C2CCN(CC2)C(=O)OC(C)(C)C)(F)F (tert-butyl 4-(4-{1-[3-({[(2,2,2-trifluoroethyl)amino]carbonyl}amino)phenyl]-1H-benzimidazol-5-yl}-1H-pyrazol-1-yl)piperidine-1-carboxylate). Isolated yield 34.0%. RXN SMILES: Br[C:2]1[CH:25]=[CH:24][C:5]2[N:6]([C:9]3[CH:10]=[C:11]([NH:15][C:16]([NH:18][CH2:19][C:20]([F:23])([F:22])[F:21])=[O:17])[CH:12]=[CH:13][CH:14]=3)[CH:7]=[N:8][C:4]=2[CH:3]=1.CC1(C)C(C)(C)OB([C:34]2[CH:35]=[N:36][N:37]([CH:39]3[CH2:44][CH2:43][N:42]([C:45]([O:47][C:48]([CH3:51])([CH3:50])[CH3:49])=[O:46])[CH2:41][CH2:40]3)[CH:38]=2)O1.ClCCl.C(=O)([O-])[O-].[Na+].[Na+]>O1CCOCC1.O.Cl[Pd]Cl.C1(P(C2C=CC=CC=2)[C-]2C=CC=C2)C=CC=CC=1.[C-]1(P(C2C=CC=CC=2)C2C=CC=CC=2)C=CC=C1.[Fe+2]>[F:21][C:20]([F:23])([F:22])[CH2:19][NH:18][C:16]([NH:15][C:11]1[CH:10]=[C:9]([N:6]2[C:5]3[CH:24]=[CH:25][C:2]([C:34]4[CH:35]=[N:36][N:37]([CH:39]5[CH2:40][CH2:41][N:42]([C:45]([O:47][C:48]([CH3:51])([CH3:50])[CH3:49])=[O:46])[CH2:43][CH2:44]5)[CH:38]=4)=[CH:3][C:4]=3[N:8]=[CH:7]2)[CH:14]=[CH:13][CH:12]=1)=[O:17] |f:3.4.5,8.9.10.11|. Procedure details: The mixture of N-[3-(5-bromo-1H-benzimidazol-1-yl)phenyl]-N′-(2,2,2-trifluoroethyl)urea (1.0000 g, 2.4202 mmol) (prepared from the procedure of Example 1, step 4), tert-butyl 4-[4-(4,4,5,5-tetramethyl-1,3,2-dioxaborolan-2-yl)-1H-pyrazol-1-yl]piperidine-1-carboxylate (1.1 g, 2.8 mmol), [1,1′-bis(diphenylphosphino)ferrocene]-dichloropalladium(II), complex with dichloromethane (1:1) (0.1 g, 0.1 mmol, Aldrich, Cat. No. 697360) and sodium carbonate (510 mg, 4.8 mmol) in 1,4-dioxane (10 mL) and a few ... Reactants: CC#N, CCN(C(C)C)C(C)C, Cl, O=C(Cl)c1ccc(OC(F)(F)F)cc1, Cc1nc2cccc(CN)c2c(=O)n1C1CCC(=O)NC1=O. Yields the product Cc1nc2cccc(CNC(=O)c3ccc(OC(F)(F)F)cc3)c2c(=O)n1C1CCC(=O)NC1=O. RXN SMILES: [CH3:47][C:48]#[N:49].[CH:38]([N:39]([CH2:40][CH3:41])[CH:42]([CH3:43])[CH3:44])([CH3:45])[CH3:46].[ClH:1].[F:24][C:25]([O:26][c:27]1[cH:28][cH:29][c:30]([C:31](=[O:32])[Cl:33])[cH:34][cH:35]1)([F:36])[F:37].[NH2:2][CH2:3][c:4]1[c:5]2[c:6](=[O:23])[n:7]([CH:15]3[C:16](=[O:22])[NH:17][C:18](=[O:21])[CH2:19][CH2:20]3)[c:8]([CH3:14])[n:9][c:10]2[cH:11][cH:12][cH:13]1>>[NH:2]([CH2:3][c:4]1[c:5]2[c:6](=[O:23])[n:7]([CH:15]3[C:16](=[O:22])[NH:17][C:18](=[O:21])[CH2:19][CH2:20]3)[c:8]([CH3:14])[n:9][c:10]2[cH:11][cH:12][cH:13]1)[C:31]([c:30]1[cH:29][cH:28][c:27]([O:26][C:25]([F:24])([F:36])[F:37])[cH:35][cH:34]1)=[O:32].